The task is: describe an organic reaction: reactants, conditions, products, and yield. This data is from the Open Reaction Database (ORD), a public repository of structured organic reaction records. The reactants are BrC1=C(C=C(C=C1)F)F (1-bromo-2,4-difluorobenzene), [Li]CCCC (n-BuLi), C(#N)C1=CC=C(OC=2C=CC(=NC2)C(C(=O)OCC)(F)F)C=C1 (Ethyl 2-(5-(4-cyanophenoxy)pyridin-2-yl)-2,2-difluoroacetate). Run in C(C)OCC (diethyl ether), CCOCC (Et2O). Reaction conditions: time 45 minute. Yields the product FC1=C(C=CC(=C1)F)C(C(F)(F)C1=CC=C(C=N1)OC1=CC=C(C#N)C=C1)=O (4-((6-(2-(2,4-difluorophenyl)-1,1-difluoro-2-oxoethyl)pyridin-3-yl)oxy)benzonitrile). As a reaction SMILES: Br[C:2]1[CH:7]=[CH:6][C:5]([F:8])=[CH:4][C:3]=1[F:9].[Li]CCCC.[C:15]([C:17]1[CH:37]=[CH:36][C:20]([O:21][C:22]2[CH:23]=[CH:24][C:25]([C:28]([F:35])([F:34])[C:29](OCC)=[O:30])=[N:26][CH:27]=2)=[CH:19][CH:18]=1)#[N:16]>C(OCC)C>[F:9][C:3]1[CH:4]=[C:5]([F:8])[CH:6]=[CH:7][C:2]=1[C:29](=[O:30])[C:28]([C:25]1[N:26]=[CH:27][C:22]([O:21][C:20]2[CH:19]=[CH:18][C:17]([C:15]#[N:16])=[CH:37][CH:36]=2)=[CH:23][CH:24]=1)([F:34])[F:35]. Procedure details: To a solution of 1-bromo-2,4-difluorobenzene (0.724 g, 3.77 mmol) in diethyl ether (Et2O)(20 mL) under a N2 atmosphere was added n-BuLi (2.49 mL, 4.03 mmol) at −78° C. and the reaction mixture was stirred for 45 minutes. Ethyl 2-(5-(4-cyanophenoxy)pyridin-2-yl)-2,2-difluoroacetate (1.00 g, 3.1 mmol) in Et2O (5 mL) was added dropwise and the reaction was stirred at the same temperature for 1 h. The reaction mixture was carefully quenched with 1N HCl until the reaction mixture was acidic. The reac... Starting materials: COCCOC, COCCO[AlH2-]OCCOC, CCOCC, OCC1OC1c1ccc(Cl)cc1, Cl, [Na+]. Yields the product OCCC(O)c1ccc(Cl)cc1. As a reaction SMILES: [CH2:1]([CH2:2][O:3][CH3:4])[O:5][CH3:6].[CH3:20][O:21][CH2:22][CH2:23][O:24][AlH2-:25][O:26][CH2:27][CH2:28][O:29][CH3:30].[CH3:32][CH2:33][O:34][CH2:35][CH3:36].[Cl:7][c:8]1[cH:9][cH:10][c:11]([CH:14]2[CH:15]([CH2:16][OH:17])[O:18]2)[cH:12][cH:13]1.[ClH:31].[Na+:19]>>[Cl:7][c:8]1[cH:9][cH:10][c:11]([CH:14]([CH2:15][CH2:16][OH:17])[OH:18])[cH:12][cH:13]1.